The task is: describe an organic reaction: reactants, conditions, products, and yield. This data is from the Open Reaction Database (ORD), a public repository of structured organic reaction records. As a reaction SMILES: COC1C=CC(/C=C2/C(NC(S/2)=N)=O)=CC=1OC1CCCC1.C(O[Na])(C)=O.[O:28]=[C:29]1[C:33](=[CH:34][C:35]2[N:36]=[C:37]3[C:42](=[CH:43][CH:44]=2)[N:41]=[CH:40][C:39]([C:45]#[N:46])=[CH:38]3)[S:32][C:31]([NH:47]CC2SC=CC=2)=[N:30]1>CC(O)=O>[NH2:47][C:31]1[S:32][C:33](=[CH:34][C:35]2[N:36]=[C:37]3[C:42](=[CH:43][CH:44]=2)[N:41]=[CH:40][C:39]([C:45]#[N:46])=[CH:38]3)[C:29](=[O:28])[N:30]=1. Conditions: temperature 120 celsius. Starting materials: COC=1C=CC(=CC1OC2CCCC2)/C=C\3/C(=O)NC(=N)S3 (pseudothiohydantoin), C(=O)(C)O[Na] (AcONa), O=C1N=C(SC1=CC=1N=C2C=C(C=NC2=CC1)C#N)NCC=1SC=CC1 (6-{4-oxo-2-[(thiophen-2-ylmethyl)-amino]-4H-thiazol-5-ylidenemethyl}-[1,5]naphthyridine-3-carbonitrile). Isolated yield 51.3%. Product: NC=1SC(C(N1)=O)=CC=1N=C2C=C(C=NC2=CC1)C#N (6-(2-amino-4-oxo-4H-thiazol-5-ylidenemethyl)-[1,5]naphthyridine-3-carbonitrile). Procedure: To a mixture of pseudothiohydantoin (Aldrich, 97%, 23.2 mg, 0.20 mmol), AcONa (160 mg, 1.95 mmol), molecular sieves, and 6-formyl-[1,5]naphthyridine-3-carbonitrile (38.5 mg, 0.21 mmol) (see Example 11) in a sealed tube was added AcOH (0.3 mL). The reaction mixture was heated to 120° C. for 3.5 hrs. The reaction mixture was then cooled to r.t. and triturated with water. The solid was collected by filtration and washed with water, AcOEt and ether to give 6-(2-amino-4-oxo-4H-thiazol-5-ylidenemethyl... Run in CC(=O)O (AcOH). The reactants are S(=O)(=O)([O-])C1=CC=C(C)C=C1 (tosylate), C(C(C)(C)C)OC([C@H](C(C)C)N)=O ((S)-neopentyl-2-amino-3-methylbutanoate), P(OC=1C=C2C=CC=NC2=CC1)(=O)(Cl)Cl (quinolin-6-yl phosphorodichloridate), TEA, C(Cl)Cl (DCM). Yields the product ClC1=NC2=CC=C(C=C2C=C1)OP(=O)=N[C@H](C(=O)OCC(C)(C)C)C(C)C ((2S)-neopentyl 2-(chloro(quinolin-6-yloxy)phosphorylamino)-3-methylbutanoate). Reaction SMILES: S(C1C=CC(C)=CC=1)([O-])(=O)=O.[CH2:12]([O:17][C:18](=[O:24])[C@@H:19]([NH2:23])[CH:20]([CH3:22])[CH3:21])[C:13]([CH3:16])([CH3:15])[CH3:14].[P:25](Cl)(Cl)(=[O:37])[O:26][C:27]1[CH:28]=[C:29]2[C:34](=[CH:35][CH:36]=1)[N:33]=[CH:32][CH:31]=[CH:30]2.C(Cl)[Cl:41]>>[Cl:41][C:32]1[CH:31]=[CH:30][C:29]2[C:34](=[CH:35][CH:36]=[C:27]([O:26][P:25](=[N:23][C@@H:19]([CH:20]([CH3:21])[CH3:22])[C:18]([O:17][CH2:12][C:13]([CH3:15])([CH3:16])[CH3:14])=[O:24])=[O:37])[CH:28]=2)[N:33]=1. Reported procedure: Using the general procedure for synthesizing naphthyl (amino acid ester) phosphorochloridates the tosylate salt of (S)-neopentyl-2-amino-3-methylbutanoate (1.9 g), quinolin-6-yl phosphorodichloridate (1.4 g), TEA (1.49 mL) and DCM (20 mL) were combined to give 600 mg of desired (2S)-neopentyl 2-(chloro(quinolin-6-yloxy)phosphorylamino)-3-methylbutanoate as thick oil. Solvent: CS(=O)C (dimethylsulfoxide). Procedure details: 5-Hydroxy-1-methyl-3-trifluoromethylpyrazole (8.3 g, 50 mmol) and powdered potassium carbonate (8.3 g, 60 mmol) were stirred together in dimethylsulfoxide (40 ml) for 30 minutes. 2,4-Difluoronitrobenzene (7.9 g, 50 mmol) was added and the mixture stirred at room temperature for 18 h. The mixture was partitioned between diethyl ether and water, the ethereal extract washed with water and brine, dried over magnesium sulfate, filtered and the filtrate evaporated. The residue was further purified by ... Yields the product FC=1C=CC(=C(C1)OC1=CC(N(N1)C)C(F)(F)F)[N+](=O)[O-] (5FIuoro-1-[2-methyl-3(trifluoromethyl)-1H-pyrazol-5-yl]oxy-2-nitrobenzene). Reaction SMILES: [OH:1][C:2]1[N:6](C)[N:5]=[C:4]([C:8]([F:11])([F:10])[F:9])[CH:3]=1.[C:12](=O)([O-])[O-].[K+].[K+].F[C:19]1[CH:24]=[C:23]([F:25])[CH:22]=[CH:21][C:20]=1[N+:26]([O-:28])=[O:27]>CS(C)=O>[F:25][C:23]1[CH:24]=[CH:19][C:20]([N+:26]([O-:28])=[O:27])=[C:21]([O:1][C:2]2[NH:6][N:5]([CH3:12])[CH:4]([C:8]([F:11])([F:10])[F:9])[CH:3]=2)[CH:22]=1 |f:1.2.3|. The reactants are OC1=CC(=NN1C)C(F)(F)F (5-Hydroxy-1-methyl-3-trifluoromethylpyrazole), C([O-])([O-])=O.[K+].[K+] (potassium carbonate), FC1=C(C=CC(=C1)F)[N+](=O)[O-] (2,4-Difluoronitrobenzene). Conditions: time 18 hour. Isolated yield 15.0%. Reactants: C(C)(C)(C)OC(=O)N1CC(CC1)C1=C(C=C(C=C1)S(=O)(=O)C1=CC(=CC=C1)F)C(=O)O (3-[2-Carboxy-4-(3-fluoro-benzenesulfonyl)-phenyl]-pyrrolidine-1-carboxylic acid tert-butyl ester), C(=O)(C(F)(F)F)O (TFA). Solvent: C(Cl)Cl (CH2Cl2). Conditions: time 4 hour. Yields the product FC=1C=C(C=CC1)S(=O)(=O)C=1C=CC(=C(C(=O)O)C1)C1CNCC1 (5-(3-Fluoro-benzenesulfonyl)-2-pyrrolidin-3-yl-benzoic acid). Yield: 101.1%. As a reaction SMILES: C(OC([N:8]1[CH2:12][CH2:11][CH:10]([C:13]2[CH:18]=[CH:17][C:16]([S:19]([C:22]3[CH:27]=[CH:26][CH:25]=[C:24]([F:28])[CH:23]=3)(=[O:21])=[O:20])=[CH:15][C:14]=2[C:29]([OH:31])=[O:30])[CH2:9]1)=O)(C)(C)C.C(O)(C(F)(F)F)=O>C(Cl)Cl>[F:28][C:24]1[CH:23]=[C:22]([S:19]([C:16]2[CH:17]=[CH:18][C:13]([CH:10]3[CH2:11][CH2:12][NH:8][CH2:9]3)=[C:14]([CH:15]=2)[C:29]([OH:31])=[O:30])(=[O:21])=[O:20])[CH:27]=[CH:26][CH:25]=1. Procedure: 3-[2-Carboxy-4-(3-fluoro-benzenesulfonyl)-phenyl]-pyrrolidine-1-carboxylic acid tert-butyl ester (75 mg, 0.167 mmol) was dissolved in 3 ml of CH2Cl2. TFA (0.5 ml) was added and the mixture was stirred for 4 hours. The solution was concentrated under reduced pressure. The residue was crystallized from MeOH to give 59 mgs (quantitative) of 5-(3-Fluoro-benzenesulfonyl)-2-pyrrolidin-3-yl-benzoic acid as a white powder, MS (M+H)=350. Reactants: [Li]C(C)(C)C (t-BuLi), CCCCC (pentane), CN(C=O)C (dimethylformamide), C1(=CC=C(C=C1)C1=CCC(C2=CC=C(C=C12)Br)(C)C)C (1-(tol-4-yl)3,4-dihydro-4,4-dimethyl-7-bromo-naphthalene), C1(=CC=C(C=C1)C1=CCC(C2=CC=C(C=C12)Br)(C)C)C (1-(tol-4-yl)3,4-dihydro-4,4-dimethyl-7-bromo-naphthalene), C(=O)=O (dry-ice). The product is C1(=CC=C(C=C1)C1=CCC(C2=CC=C(C=C12)C=O)(C)C)C (1-(Tol-4-yl)3,4-dihydro-4,4-dimethyl-7-naphthaldehyde). Reported procedure: To a cold (-78° C.), stirred solution of 1-(tol-4-yl)3,4-dihydro-4,4-dimethyl-7-bromo-naphthalene (Compound B 1 g, 3.2 mmol), in THF (17 mL) was added t-BuLi in pentane (1.7M solution, 3 mL, 5.1 mmol). After 10 minutes dry dimethylformamide (DMF) (600 mg, 8 mmol) was added and the dry-ice cooling was replaced with ice-water bath. The mixture was gradually warmed to ambient temperature and diluted with ethylacetate (150 mL), washed with water (15 mL). The organic layer was dried with MgSO4 and so... Reaction SMILES: [C:1]1([CH3:20])[CH:6]=[CH:5][C:4]([C:7]2[C:16]3[C:11](=[CH:12][CH:13]=[C:14](Br)[CH:15]=3)[C:10]([CH3:19])([CH3:18])[CH2:9][CH:8]=2)=[CH:3][CH:2]=1.[Li]C(C)(C)C.CCCCC.CN(C)[CH:33]=[O:34].C(=O)=O>C1COCC1.C(OC(=O)C)C>[C:1]1([CH3:20])[CH:6]=[CH:5][C:4]([C:7]2[C:16]3[C:11](=[CH:12][CH:13]=[C:14]([CH:33]=[O:34])[CH:15]=3)[C:10]([CH3:19])([CH3:18])[CH2:9][CH:8]=2)=[CH:3][CH:2]=1. Solvent: C1CCOC1 (THF), C(C)OC(C)=O (ethylacetate). The reactants are O=C([O-])[O-], CO, CCOC(C)=O, [K+], [K+], COP(=O)(OC)C(=[N+]=[N-])C(C)=O, O, O=Cc1cc2cccnc2n1S(=O)(=O)c1ccccc1. The product is C#Cc1cc2cccnc2n1S(=O)(=O)c1ccccc1. RXN SMILES: [C:1](=[O:2])([O-:3])[O-:4].[CH3:40][OH:41].[CH3:42][CH2:43][O:44][C:45](=[O:46])[CH3:47].[K+:5].[K+:6].[N+:27](=[C:29]([P:28](=[O:30])([O:31][CH3:32])[O:33][CH3:34])[C:35](=[O:36])[CH3:37])=[N-:38].[OH2:39].[c:7]1([S:13](=[O:14])(=[O:15])[n:16]2[c:17]([CH:25]=[O:26])[cH:18][c:19]3[c:20]2[n:21][cH:22][cH:23][cH:24]3)[cH:8][cH:9][cH:10][cH:11][cH:12]1>>[c:7]1([S:13](=[O:14])(=[O:15])[n:16]2[c:17]([C:25]#[CH:29])[cH:18][c:19]3[c:20]2[n:21][cH:22][cH:23][cH:24]3)[cH:8][cH:9][cH:10][cH:11][cH:12]1. The reactants are ClC1=C(C=NCC2=CC=CC=C2)C(=CC=C1)Cl (2,6-Dichlorobenzilidene-benzylamine), C1(CCC(=O)O1)=O (succinic anhydride). Run in CC=1C=CC=CC1C (O-xylene). Run at time 5 hour. The product is C(C1=CC=CC=C1)N1C(CC(C1C1=C(C=CC=C1Cl)Cl)C(=O)O)=O (1-N-Benzyl-4-carboxy-5-[2,6-dichlorophenyl]pyrrolidin-2-one). RXN SMILES: [Cl:1][C:2]1[CH:16]=[CH:15][CH:14]=[C:13]([Cl:17])[C:3]=1[CH:4]=[N:5][CH2:6][C:7]1[CH:12]=[CH:11][CH:10]=[CH:9][CH:8]=1.[C:18]1(=[O:24])[O:23][C:21](=[O:22])[CH2:20][CH2:19]1>CC1C=CC=CC=1C>[CH2:6]([N:5]1[CH:4]([C:3]2[C:2]([Cl:1])=[CH:16][CH:15]=[CH:14][C:13]=2[Cl:17])[CH:20]([C:21]([OH:23])=[O:22])[CH2:19][C:18]1=[O:24])[C:7]1[CH:12]=[CH:11][CH:10]=[CH:9][CH:8]=1. Procedure details: 2,6-Dichlorobenzilidene-benzylamine [100 gm. 0.39 mole] and succinic anhydride [39.0 gm. 0.39 mole] were refluxed with O-xylene [500 ml] for 12 hours. On cooling, the precipitate was filtered and washed with a little ethanol. The solid was recrystallized from ethanol to give white needles. After drying over boiling isobutyl methyl ketone and under vacuum for 5 hours, the title compound had a melting point of 179°-181° C. The reactants are C(C)(=O)NC(CC1=CC=CC=C1)C=1NC2=C(N1)C=CC(=C2)Cl (rac.-N-acetyl-1-(5-chlorobenzimidazol-2-yl)-2-phenylethylamine), ClCCl.C(C)O (dichloromethane ethanol). Run in Cl (hydrochloric acid), CO (methanol). Product: ClC1=CC2=C(N=C(N2)C(CC2=CC=CC=C2)N)C=C1 (rac.-1-(5-chlorobenzimidazol-2-yl)-2-phenylethylamine). Reaction SMILES: C([NH:4][CH:5]([C:13]1[NH:14][C:15]2[CH:21]=[C:20]([Cl:22])[CH:19]=[CH:18][C:16]=2[N:17]=1)[CH2:6][C:7]1[CH:12]=[CH:11][CH:10]=[CH:9][CH:8]=1)(=O)C.ClCCl.C(O)C>Cl.CO>[Cl:22][C:20]1[CH:19]=[CH:18][C:16]2[N:17]=[C:13]([CH:5]([NH2:4])[CH2:6][C:7]3[CH:12]=[CH:11][CH:10]=[CH:9][CH:8]=3)[NH:14][C:15]=2[CH:21]=1 |f:1.2|. Reported procedure: 1.35 g (4.302 mmol) of rac.-N-acetyl-1-(5-chlorobenzimidazol-2-yl)-2-phenylethylamine is placed in a mixture of 20 mL of 4 molar hydrochloric acid and 15 mL of methanol and the mixture is refluxed for 2 hours. Then all the volatile constituents are removed under reduced pressure. The crude product is further reacted directly. Rf value: 0.50 (silica gel; dichloromethane/ethanol=8:2). The reactants are C(C)(=O)OCC (ethyl acetate), COC=1C=C(C(=O)N2CC(CC2)(CCOS(=O)(=O)C)C2=CC=CC=C2)C=C(C1OC)OC (1-(3,4,5-trimethoxybenzoyl)-3-phenyl-3-(2-methanesulfonyloxyethyl)pyrrolidine), C(C)(=O)OCC (ethyl acetate), FC1=CC=C(CN2C(=NC3=C2C=CC=C3)NC3CCNCC3)C=C1 ((1(4-fluorobenzyl)-1H-benzimidazol-2-yl)(piperidin-4-yl)amine), C(C)(C)N(C(C)C)CC (N,N-diisopropylethylamine). Solvent: CO.C(C)(=O)OCC (methanol ethyl acetate), C(C)#N (acetonitrile). Conditions: time 18 hour. Yields the product COC=1C=C(C(=O)N2CC(CC2)(C2=CC=CC=C2)CCN2CCC(CC2)NC2=NC3=C(N2CC2=CC=C(C=C2)F)C=CC=C3)C=C(C1OC)OC (1-(3,4,5-trimethoxybenzoyl)-3-(2-(4-(1-(4-fluorobenzyl)-1H-benzimidazol-2-yl-amino)piperidin-1-yl)ethyl)-3-phenylpyrrolidine). As a reaction SMILES: [CH3:1][O:2][C:3]1[CH:4]=[C:5]([CH:26]=[C:27]([O:31][CH3:32])[C:28]=1[O:29][CH3:30])[C:6]([N:8]1[CH2:12][CH2:11][C:10]([C:20]2[CH:25]=[CH:24][CH:23]=[CH:22][CH:21]=2)([CH2:13][CH2:14]OS(C)(=O)=O)[CH2:9]1)=[O:7].[F:33][C:34]1[CH:56]=[CH:55][C:37]([CH2:38][N:39]2[C:43]3[CH:44]=[CH:45][CH:46]=[CH:47][C:42]=3[N:41]=[C:40]2[NH:48][CH:49]2[CH2:54][CH2:53][NH:52][CH2:51][CH2:50]2)=[CH:36][CH:35]=1.C(N(CC)C(C)C)(C)C.C(OCC)(=O)C>C(#N)C.CO.C(OCC)(=O)C>[CH3:32][O:31][C:27]1[CH:26]=[C:5]([CH:4]=[C:3]([O:2][CH3:1])[C:28]=1[O:29][CH3:30])[C:6]([N:8]1[CH2:12][CH2:11][C:10]([CH2:13][CH2:14][N:52]2[CH2:53][CH2:54][CH:49]([NH:48][C:40]3[N:39]([CH2:38][C:37]4[CH:55]=[CH:56][C:34]([F:33])=[CH:35][CH:36]=4)[C:43]4[CH:44]=[CH:45][CH:46]=[CH:47][C:42]=4[N:41]=3)[CH2:50][CH2:51]2)([C:20]2[CH:25]=[CH:24][CH:23]=[CH:22][CH:21]=2)[CH2:9]1)=[O:7] |f:5.6|. Procedure details: Combine 1-(3,4,5-trimethoxybenzoyl)-3-phenyl-3-(2-methanesulfonyloxyethyl)pyrrolidine (0.42 g, 0.9 mmol) and (1(4-fluorobenzyl)-1H-benzimidazol-2-yl)(piperidin-4-yl)amine (0.49 g, 1.5 mmol), and N,N-diisopropylethylamine (0.40 mL, 2.3 mmol) in acetonitrile (12 mL). Heat to reflux. After 18 hours, pour the reaction mixture into ethyl acetate. Extract twice with water, saturated aqueous sodium bicarbonate solution, and aqueous sodium chloride solution. Dry the organic layer over Na2SO4, filter, an... Starting materials: FC1=CC=C(C=C1)[N+](=O)[O-] (1-fluoro-4-nitrobenzene), N1C=NC=C1 (imidazole), [H-].[Na+] (NaH), oil, O (Water). Solvent: CN(C)C=O (DMF), CN(C)C=O (DMF). Conditions: time 18 minute. Yields the product N1(C=NC=C1)C1=CC=C(C=C1)[N+](=O)[O-] (4-(Imidazol-1-yl)nitrobenzene). Isolated yield 95.3%. RXN SMILES: [NH:1]1[CH:5]=[CH:4][N:3]=[CH:2]1.[H-].[Na+].F[C:9]1[CH:14]=[CH:13][C:12]([N+:15]([O-:17])=[O:16])=[CH:11][CH:10]=1.O>CN(C=O)C>[N:1]1([C:9]2[CH:14]=[CH:13][C:12]([N+:15]([O-:17])=[O:16])=[CH:11][CH:10]=2)[CH:5]=[CH:4][N:3]=[CH:2]1 |f:1.2|. Reported procedure: To a stirred solution of imidazole (34.1 g, 0.50 mol) in DMF (300 ml) under Ar, was added portionwise, over 23 minutes, 60% NaH in oil (20.02 g, 0.50 mol). The mixture was then stirred at room temperature for 18 minutes before adding dropwise, over 40 minutes, a solution of 1-fluoro-4-nitrobenzene (70.62 g, 0.50 mol) in DMF (60 ml). The mixture was then stirred at room temperature overnight. Water (600 ml) was then added and the solid was filtered off, washed with water, then stirred in boiling ...